Dataset: the Open Reaction Database (ORD), a public repository of structured organic reaction records. Task: describe an organic reaction: reactants, conditions, products, and yield Reactants: CCCCCCCN=C=O, CCOC(=O)C(C)=Cc1ccc(-c2cccc(NC)c2)cc1. Yields the product CCCCCCCNC(=O)N(C)c1cccc(-c2ccc(C=C(C)C(=O)OCC)cc2)c1. As a reaction SMILES: [CH2:23]([CH2:24][CH2:25][CH2:26][CH2:27][CH2:28][CH3:29])[N:30]=[C:31]=[O:32].[CH3:1][C:2]([C:3](=[O:4])[O:5][CH2:6][CH3:7])=[CH:8][c:9]1[cH:10][cH:11][c:12](-[c:15]2[cH:16][c:17]([NH:21][CH3:22])[cH:18][cH:19][cH:20]2)[cH:13][cH:14]1>>[CH3:1][C:2]([C:3](=[O:4])[O:5][CH2:6][CH3:7])=[CH:8][c:9]1[cH:10][cH:11][c:12](-[c:15]2[cH:16][c:17]([N:21]([CH3:22])[C:31]([NH:30][CH2:23][CH2:24][CH2:25][CH2:26][CH2:27][CH2:28][CH3:29])=[O:32])[cH:18][cH:19][cH:20]2)[cH:13][cH:14]1. The reactants are [C+4], Cc1ccccc1N1CCN(Cc2ccccc2)C(C(N)=O)C1, CO, CCO, [H][H], [OH-], [OH-], [OH-], [OH-], [OH-], [OH-], [Pd+2]. The product is Cc1ccccc1N1CCNC(C(N)=O)C1. As a reaction SMILES: [C+4:31].[CH2:1]([c:2]1[cH:3][cH:4][cH:5][cH:6][cH:7]1)[N:8]1[CH:9]([C:21](=[O:22])[NH2:23])[CH2:10][N:11]([c:14]2[c:15]([CH3:20])[cH:16][cH:17][cH:18][cH:19]2)[CH2:12][CH2:13]1.[CH3:26][OH:27].[CH3:28][CH2:29][OH:30].[H:24][H:25].[OH-:32].[OH-:34].[OH-:35].[OH-:36].[OH-:37].[OH-:38].[Pd+2:33]>>[NH:8]1[CH:9]([C:21](=[O:22])[NH2:23])[CH2:10][N:11]([c:14]2[c:15]([CH3:20])[cH:16][cH:17][cH:18][cH:19]2)[CH2:12][CH2:13]1. The reactants are C([O-])(O)=O.[Na+] (sodium bicarbonate), C(C1=CC=CC=C1)(C1=CC=CC=C1)OC(=O)C=1N2C(C(C2SCC1C(C=O)Br)NC(=O)OC(C)(C)C)=O (2-benzhydryloxycarbonyl-3-(1-bromo-2-oxoethyl)-7-t-butoxycarbonylamino-8-oxo-5-thia-1-azabicyclo[4.2.0]oct-2-ene), ClC1=CC(=CC=C1)C(=O)OO (meta-chloroperbenzoic acid). Run in C(Cl)Cl (methylene chloride), C(Cl)Cl (methylene chloride), C(Cl)Cl (methylene chloride). Run at time 30 minute. Product: C(C1=CC=CC=C1)(C1=CC=CC=C1)OC(=O)C=1N2C(C(C2S(CC1C(C=O)Br)=O)NC(=O)OC(C)(C)C)=O (2-benzhydryloxycarbonyl-3-(1-bromo-2-oxoethyl)-7-t-butoxycarbonylamino-8-oxo-5-thia-1-azabicyclo[4.2.0]oct-2-ene-5-oxide). As a reaction SMILES: ClC1C=CC=C(C(OO)=[O:9])C=1.[CH:12]([O:25][C:26]([C:28]1[N:29]2[CH:32]([S:33][CH2:34][C:35]=1[CH:36]([Br:39])[CH:37]=[O:38])[CH:31]([NH:40][C:41]([O:43][C:44]([CH3:47])([CH3:46])[CH3:45])=[O:42])[C:30]2=[O:48])=[O:27])([C:19]1[CH:24]=[CH:23][CH:22]=[CH:21][CH:20]=1)[C:13]1[CH:18]=[CH:17][CH:16]=[CH:15][CH:14]=1.C(=O)(O)[O-].[Na+]>C(Cl)Cl>[CH:12]([O:25][C:26]([C:28]1[N:29]2[CH:32]([S:33](=[O:9])[CH2:34][C:35]=1[CH:36]([Br:39])[CH:37]=[O:38])[CH:31]([NH:40][C:41]([O:43][C:44]([CH3:45])([CH3:47])[CH3:46])=[O:42])[C:30]2=[O:48])=[O:27])([C:19]1[CH:24]=[CH:23][CH:22]=[CH:21][CH:20]=1)[C:13]1[CH:14]=[CH:15][CH:16]=[CH:17][CH:18]=1 |f:2.3|. Reported procedure: A solution of 85% pure meta-chloroperbenzoic acid (4.31 g) in methylene chloride (50 cc) is added dropwise, over a period of 30 minutes, to a solution, cooled to between 0° and -5° C., of 2-benzhydryloxycarbonyl-3-(1-bromo-2-oxoethyl)-7-t-butoxycarbonylamino-8-oxo-5-thia-1-azabicyclo[4.2.0]oct-2-ene (mixture of the diastereoisomers at the substituent in the 3-position) (14.69 g) in methylene chloride (150 cc). After 30 minutes at -5° C., the reaction mixture is poured into a mixture of a semi-sa... Starting materials: CCC(C)=O, COc1ccc(C=C2CS(=O)(=O)CC(=Cc3ccc(OC)cc3)C2=O)cc1, NC1=NCCS1. The product is COc1ccc(C=C2CS(=O)(=O)CC(=Cc3ccc(OC)cc3)C2(O)NC2=NCCS2)cc1. As a reaction SMILES: [CH2:34]([C:35]([CH3:36])=[O:37])[CH3:38].[CH3:1][O:2][c:3]1[cH:4][cH:5][c:6]([CH:9]=[C:10]2[CH2:11][S:12](=[O:26])(=[O:27])[CH2:13][C:14](=[CH:17][c:18]3[cH:19][cH:20][c:21]([O:24][CH3:25])[cH:22][cH:23]3)[C:15]2=[O:16])[cH:7][cH:8]1.[NH2:28][C:29]1=[N:33][CH2:32][CH2:31][S:30]1>>[CH3:1][O:2][c:3]1[cH:4][cH:5][c:6]([CH:9]=[C:10]2[CH2:11][S:12](=[O:26])(=[O:27])[CH2:13][C:14](=[CH:17][c:18]3[cH:19][cH:20][c:21]([O:24][CH3:25])[cH:22][cH:23]3)[C:15]2([OH:16])[NH:28][C:29]2=[N:33][CH2:32][CH2:31][S:30]2)[cH:7][cH:8]1. Starting materials: [BH4-].[Na+] (Sodium borohydride), C[C@H]1CCCC(=O)CCC/C=C\C2=CC(=CC(=C2C(=O)O1)O)O (cis-zearalenone). Run in CO (methanol). Yields the product C[C@H]1CCC[C@@H](CCC/C=C/C2=CC(=CC(=C2C(=O)O1)O)O)O (cis-zearalenol). RXN SMILES: [BH4-].[Na+].[CH3:3][C@@H:4]1[O:23][C:21](=[O:22])[C:20]2[C:15](=[CH:16][C:17]([OH:25])=[CH:18][C:19]=2[OH:24])[CH:14]=[CH:13][CH2:12][CH2:11][CH2:10][C:8](=[O:9])[CH2:7][CH2:6][CH2:5]1>CO>[CH3:3][C@@H:4]1[O:23][C:21](=[O:22])[C:20]2[C:15](=[CH:16][C:17]([OH:25])=[CH:18][C:19]=2[OH:24])[CH:14]=[CH:13][CH2:12][CH2:11][CH2:10][C@@H:8]([OH:9])[CH2:7][CH2:6][CH2:5]1 |f:0.1|. Reported procedure: Sodium borohydride (1 gram) is slowly added to 50 milliliters of methanol and 0.3 gram of cis-zearalenone while cooling the resultant reaction mixture. The mixture is then heated for 2 hours on a steam bath to evaporate the methanol. The residue is neutralized with HCl and extracted with two 40 milliliter portions of chloroform. The chloroform is then evaporated and the residue is purified by the column chromatography procedure of Example III, above, to yield about 0.28 gram of mixed diamers of ... Starting materials: NS(=O)(=O)c1ccc(NC(=O)CSc2nnc(Br)n2-c2ccc(C3CC3)c3ccccc23)c(Cl)c1, CCO, [Na+], [OH-]. The product is O=C(O)CSc1nnc(Br)n1-c1ccc(C2CC2)c2ccccc12. Reaction SMILES: [Br:3][c:4]1[n:5](-[c:25]2[cH:26][cH:27][c:28]([CH:35]3[CH2:36][CH2:37]3)[c:29]3[cH:30][cH:31][cH:32][cH:33][c:34]23)[c:6]([S:9][CH2:10][C:11](=[O:12])[NH:13][c:14]2[cH:15][cH:16][c:17]([S:18](=[O:19])(=[O:20])[NH2:21])[cH:22][c:23]2[Cl:24])[n:7][n:8]1.[CH3:38][CH2:39][OH:40].[Na+:2].[OH-:1]>>[OH:1][C:11]([CH2:10][S:9][c:6]1[n:5](-[c:25]2[cH:26][cH:27][c:28]([CH:35]3[CH2:36][CH2:37]3)[c:29]3[cH:30][cH:31][cH:32][cH:33][c:34]23)[c:4]([Br:3])[n:8][n:7]1)=[O:12]. Starting materials: ClC=1C=C(C=2N(N1)C=C(N2)[C@H]2[C@H](C2)C2=NC1=CC=CC=C1C=C2)N2CCOCC2 (4-(6-Chloro-2-((1R,2S)-2-(quinolin-2-yl)cyclopropyl)imidazo[1,2-b]pyridazin-8-yl)morpholine), BrC1=CC=C(C=C1)CC(=O)OC (methyl 2-(4-bromophenyl)acetate). Yields the product ClC=1C=C(C=2N(N1)C(=C(N2)[C@H]2[C@H](C2)C2=NC1=CC=CC=C1C=C2)C2=CC=C(C=C2)CC(=O)OC)N2CCOCC2 (Methyl 2-(4-(6-chloro-8-morpholino-2-((1R,25)-2-(quinolin-2-yl)cyclopropyl)imidazo[1,2-b]pyridazin-3-yl)phenyl)acetate). Reaction SMILES: [Cl:1][C:2]1[CH:3]=[C:4]([N:24]2[CH2:29][CH2:28][O:27][CH2:26][CH2:25]2)[C:5]2[N:6]([CH:8]=[C:9]([C@@H:11]3[CH2:13][C@@H:12]3[C:14]3[CH:23]=[CH:22][C:21]4[C:16](=[CH:17][CH:18]=[CH:19][CH:20]=4)[N:15]=3)[N:10]=2)[N:7]=1.Br[C:31]1[CH:36]=[CH:35][C:34]([CH2:37][C:38]([O:40][CH3:41])=[O:39])=[CH:33][CH:32]=1>>[Cl:1][C:2]1[CH:3]=[C:4]([N:24]2[CH2:29][CH2:28][O:27][CH2:26][CH2:25]2)[C:5]2[N:6]([C:8]([C:31]3[CH:36]=[CH:35][C:34]([CH2:37][C:38]([O:40][CH3:41])=[O:39])=[CH:33][CH:32]=3)=[C:9]([C@@H:11]3[CH2:13][C@@H:12]3[C:14]3[CH:23]=[CH:22][C:21]4[C:16](=[CH:17][CH:18]=[CH:19][CH:20]=4)[N:15]=3)[N:10]=2)[N:7]=1. Procedure: Compound 79d (60 mg, 0.14 mmol) was coupled with methyl 2-(4-bromophenyl)acetate (46 μL, 0.22 mmol) using the procedures described in Example 20, Step A to afford compound 82a. Mass Spectrum (LCMS, ESI pos.): Calcd. for C31H28ClN5O3: 554.2 (M+H). found: 544.2.